Dataset: the Open Reaction Database (ORD), a public repository of structured organic reaction records. Task: describe an organic reaction: reactants, conditions, products, and yield The reactants are O=c1[nH]nc(C(F)(F)F)c2c1cc1ccccn12, [Na+], [OH-], O, O=P(Cl)(Cl)Cl. Product: FC(F)(F)c1nnc(Cl)c2cc3ccccn3c12. RXN SMILES: [F:1][C:2]([c:3]1[n:4][nH:5][c:6](=[O:16])[c:7]2[cH:8][c:9]3[cH:10][cH:11][cH:12][cH:13][n:14]3[c:15]12)([F:17])[F:18].[Na+:25].[OH-:24].[OH2:26].[P:19]([Cl:20])([Cl:21])([Cl:22])=[O:23]>>[F:1][C:2]([c:3]1[n:4][n:5][c:6]([Cl:21])[c:7]2[cH:8][c:9]3[cH:10][cH:11][cH:12][cH:13][n:14]3[c:15]12)([F:17])[F:18]. The reactants are C(=O)([O-])[O-].[K+].[K+] (K2CO3), B.C1CCOC1 (BH3.THF), C(C1=CC=CC=C1)(=O)CCC(=O)OC (Methyl 3-Benzoylpropionate), B1(N2CCC[C@H]2C(O1)(C3=CC=CC=C3)C4=CC=CC=C4)C ((S)-Me-CBS), crude product. Reagents/catalysts: CBS catalyst. The solvent is C1CCOC1 (THF). Conditions: temperature -5 celsius, time 30 minute. Product: O[C@H](CCC(=O)OC)C1=CC=CC=C1 (methyl (R)-4-hydroxy-4-phenylbutyrate). Reaction SMILES: B1(C)OC(C2C=CC=CC=2)(C2C=CC=CC=2)[C@H]2N1CCC2.B.C1COCC1.[C:28]([CH2:36][CH2:37][C:38]([O:40][CH3:41])=[O:39])(=[O:35])[C:29]1[CH:34]=[CH:33][CH:32]=[CH:31][CH:30]=1.C([O-])([O-])=O.[K+].[K+]>C1COCC1>[OH:35][C@@H:28]([C:29]1[CH:30]=[CH:31][CH:32]=[CH:33][CH:34]=1)[CH2:36][CH2:37][C:38]([O:40][CH3:41])=[O:39] |f:1.2,4.5.6|. Procedure: To a dry 250 mL round bottom flask were added (S)-Me-CBS (5 mL, 1.0 M in toluene, 5.0 mmol) and 50 mL of THF under argon. The solution was cooled to −5° C. To this solution were added simultaneously BH3.THF (50 mL, 1.0 M in THF, 50 mmol) and ketoester 1 in neat (9.6 g, 50 mmol) via syringe. The addition was completed in 30 min. The reaction mixture was stirred at the same temperature for another 30 minutes and worked up by addition of aqueous K2CO3 solution. After stirring for 30 minutes, the or... Starting materials: acyl, N([C@H](CC1=CC=CC=C1)C(=O)OCC1=CC=CC=C1)C(=O)OCC1=CC=CC=C1 (Z-D-Phe-OBn), N([C@@H](CC1=CC=CC=C1)C(=O)OCC1=CC=CC=C1)C(=O)OCC1=CC=CC=C1 (Z-L-Phe-OBn), D-amino acids, D-amino acids, acyl, N([C@H](CC1=CC=CC=C1)C(=O)OCC1=CC=CC=C1)C(=O)OCC1=CC=CC=C1 (Z-D-Phe-OBn), N([C@H](C)C(=O)OCC1=CC=CC=C1)C(=O)OCC1=CC=CC=C1 (Z-D-Ala-OBn), N([C@H](CCC(O)=O)C(=O)OCC1=CC=CC=C1)C(=O)OCC1=CC=CC=C1 (Z-D-Glu-OBn), N([C@@H](CC1=CC=CC=C1)C(=O)OCC1=CC=CC=C1)C(=O)OCC1=CC=CC=C1 (Z-L-Phe-OBn), D-amino acids. Product: N([C@H](CC1=CC=CC=C1)C(=O)NCC(=O)N)C(=O)OCC1=CC=CC=C1 (Z-D-Phe-Gly-NH2). Reaction SMILES: [NH:1]([C:20]([O:22][CH2:23][C:24]1[CH:29]=[CH:28][CH:27]=[CH:26][CH:25]=1)=[O:21])[C@@H:2]([C:10]([O:12]CC1C=CC=CC=1)=O)[CH2:3][C:4]1[CH:9]=[CH:8][CH:7]=[CH:6][CH:5]=1.[NH:30](C(OCC1C=CC=CC=1)=O)[C@@H:31]([C:33]([O:35]CC1C=CC=CC=1)=O)C.[NH:53](C(OCC1C=CC=CC=1)=O)[C@@H](C(OCC1C=CC=CC=1)=O)CCC(=O)O.N(C(OCC1C=CC=CC=1)=O)[C@H](C(OCC1C=CC=CC=1)=O)CC1C=CC=CC=1>>[NH:1]([C:20]([O:22][CH2:23][C:24]1[CH:25]=[CH:26][CH:27]=[CH:28][CH:29]=1)=[O:21])[C@@H:2]([C:10]([NH:30][CH2:31][C:33]([NH2:53])=[O:35])=[O:12])[CH2:3][C:4]1[CH:5]=[CH:6][CH:7]=[CH:8][CH:9]=1. Procedure details: Next, the extension of the use of the MEs to the coupling reaction of D-amino acids as acyl donor, Z-D-Phe-OBn (28), Z-D-Ala-OBn (29), and Z-D-Glu-OBn (30) with Z-L-Phe-OBn (1) was examined. While WT enzyme did not accept D-amino acids as acyl donors, all of the MEs were able to catalyze the coupling of D-amino acids with Z-L-Phe-OBn (1). Although the reactions of Z-D-Phe-OBn (28) in all cases were slow to give Z-D-Phe-Gly-NH2 (39) in low yield (the best was 14% by using M-n), peptide coupling o... The reactants are ClC1=CC=C(C=C1)C1=N[C@]2(C=3N(C4=C1C(=C(S4)C)C)C(=NN3)C)[C@@H](C2)COC ((1S,2R)-4′-(4-chlorophenyl)-2-(methoxymethyl)-2′,3′,9′-trimethylspiro[cyclopropane-1,6′-thieno[3,2-f][1,2,4]triazolo[4,3-a][1,4]diazepine]), ClC1=CC=C(C=C1)C=1C2=C(NC(C3(CC3)N1)=O)C=CC=C2 (5-(4-chlorophenyl)spiro[benzo[e][1,4]diazepine-3,1′-cyclopropan]-2(1H)-one). Yields the product ClC1=CC=C(C=C1)C1=NC2(CC2)C=2N(C3=C1C=CC=C3)C(=NN2)C (6-(4-Chlorophenyl)-1-methylspiro[benzo[f][1,2,4]triazolo[4,3-a][1,4]diazepine-4,1′-cyclopropane]). Reaction SMILES: [Cl:1][C:2]1[CH:7]=[CH:6][C:5]([C:8]2[C:14]3[C:15]([CH3:19])=C(C)S[C:13]=3[N:12]3[C:20]([CH3:23])=[N:21][N:22]=[C:11]3[C@@:10]3([CH2:25][C@H:24]3COC)[N:9]=2)=[CH:4][CH:3]=1.Cl[C:30]1C=CC(C2C3C=CC=CC=3NC(=O)C3(N=2)CC3)=C[CH:31]=1>>[Cl:1][C:2]1[CH:7]=[CH:6][C:5]([C:8]2[C:14]3[CH:15]=[CH:19][CH:30]=[CH:31][C:13]=3[N:12]3[C:20]([CH3:23])=[N:21][N:22]=[C:11]3[C:10]3([CH2:24][CH2:25]3)[N:9]=2)=[CH:4][CH:3]=1. Procedure: A procedure analogous to that set forth for Compound 202 was followed, with the exception that 5-(4-chlorophenyl)spiro[benzo[e][1,4]diazepine-3,1′-cyclopropan]-2(1H)-one was used as starting material. LRMS (M+H)+: 335 m/z. 1H NMR (400 MHz, DMSO-d6) δ 7.74-7.79 (m, 2H), 7.46-7.58 (m, 5H), 7.32 (d, J=7.55 Hz, 1H), 2.58 (s, 3H), 1.67-1.77 (m, 1H), 1.34-1.44 (m, 1H), 0.67-0.83 (m, 2H). As a reaction SMILES: [C:1]([N:9]=[C:10]1[NH:14][CH2:13][CH:12]([CH2:15][O:16][C:17]2[CH:22]=[CH:21][CH:20]=[C:19]([CH2:23][N:24]3[CH2:29][CH2:28][CH2:27][CH2:26][CH2:25]3)[CH:18]=2)[O:11]1)(=[O:8])[C:2]1[CH:7]=[CH:6][CH:5]=[CH:4][CH:3]=1.[NH:30]1[CH:34]=[C:33]([CH2:35][CH2:36][CH2:37][NH2:38])[N:32]=[CH:31]1>N1C=CC=CC=1>[C:1]([NH:9][C:10]([NH:14][CH2:13][CH:12]([OH:11])[CH2:15][O:16][C:17]1[CH:22]=[CH:21][CH:20]=[C:19]([CH2:23][N:24]2[CH2:29][CH2:28][CH2:27][CH2:26][CH2:25]2)[CH:18]=1)=[N:38][CH2:37][CH2:36][CH2:35][C:33]1[N:32]=[CH:31][NH:30][CH:34]=1)(=[O:8])[C:2]1[CH:7]=[CH:6][CH:5]=[CH:4][CH:3]=1. Solvent: N1=CC=CC=C1 (pyridine). The product is C(C1=CC=CC=C1)(=O)NC(=NCCCC=1N=CNC1)NCC(COC1=CC(=CC=C1)CN1CCCCC1)O (N-Benzoyl-N'-[2-hydroxy-3-(3-piperidinomethyl-phenoxy) propyl]-N"-[3-(imidazol-4-yl)propyl]guanidine). Starting materials: C(C1=CC=CC=C1)(=O)N=C1OC(CN1)COC1=CC(=CC=C1)CN1CCCCC1 (2-benzoylimino-5-[(3-piperidinomethylphenoxy)methyl]oxazolidine), N1C=NC(=C1)CCCN (3-(imidazol-4-yl)propylamine). Procedure: 1.97 g (5 mmol) of 2-benzoylimino-5-[(3-piperidinomethylphenoxy)methyl]oxazolidine and 0.69 g (5.5 mmol) of 3-(imidazol-4-yl)propylamine are together heated under reflux in 30 ml of pyridine for 8 hours. The solvent is distilled off under vacuum, and the reaction product is isolated and purified by a method analogous to Method A. Starting materials: CC(=O)O, C1CCOC1, COc1ccc2c(c1)CCN(c1ccc([N+](=O)[O-])cc1)C2Cc1ccc(OCc2ccccc2)cc1, O. Yields the product COc1ccc2c(c1)CCN(c1ccc(N)cc1)C2Cc1ccc(OCc2ccccc2)cc1. Reaction SMILES: [C:42]([OH:43])(=[O:44])[CH3:45].[CH2:37]1[O:38][CH2:39][CH2:40][CH2:41]1.[CH3:1][O:2][c:3]1[cH:4][c:5]2[c:10]([cH:11][cH:12]1)[CH:9]([CH2:13][c:14]1[cH:15][cH:16][c:17]([O:20][CH2:21][c:22]3[cH:23][cH:24][cH:25][cH:26][cH:27]3)[cH:18][cH:19]1)[N:8]([c:28]1[cH:29][cH:30][c:31]([N+:34]([O-:35])=[O:36])[cH:32][cH:33]1)[CH2:7][CH2:6]2.[OH2:46]>>[CH3:1][O:2][c:3]1[cH:4][c:5]2[c:10]([cH:11][cH:12]1)[CH:9]([CH2:13][c:14]1[cH:15][cH:16][c:17]([O:20][CH2:21][c:22]3[cH:23][cH:24][cH:25][cH:26][cH:27]3)[cH:18][cH:19]1)[N:8]([c:28]1[cH:29][cH:30][c:31]([NH2:34])[cH:32][cH:33]1)[CH2:7][CH2:6]2.